From a dataset of the Open Reaction Database (ORD), a public repository of structured organic reaction records. describe an organic reaction: reactants, conditions, products, and yield Starting materials: SC1=NC2=C(N1CC(=O)OC(C)(C)C)C=CC=C2 (tert-butyl (2-mercapto-benzoimidazol-1-yl)-acetate), C(C)OC(CCCCCBr)=O (6-bromo-hexanoic acid ethyl ester), C(=O)([O-])[O-].[K+].[K+] (K2CO3). Solvent: CC(=O)C (acetone). Conditions: time 8 hour. Yields the product C(C)(C)(C)OC(CN1C(=NC2=C1C=CC=C2)SCCCCCC(=O)OCC)=O (tert-Butyl[2-(5-ethyloxycarbonyl-pentylsulfanyl)-benzoimidazol-1-yl]-acetate). Yield: 67.6%. As a reaction SMILES: [SH:1][C:2]1[N:6]([CH2:7][C:8]([O:10][C:11]([CH3:14])([CH3:13])[CH3:12])=[O:9])[C:5]2[CH:15]=[CH:16][CH:17]=[CH:18][C:4]=2[N:3]=1.[CH2:19]([O:21][C:22](=[O:29])[CH2:23][CH2:24][CH2:25][CH2:26][CH2:27]Br)[CH3:20].C([O-])([O-])=O.[K+].[K+]>CC(C)=O>[C:11]([O:10][C:8](=[O:9])[CH2:7][N:6]1[C:5]2[CH:15]=[CH:16][CH:17]=[CH:18][C:4]=2[N:3]=[C:2]1[S:1][CH2:27][CH2:26][CH2:25][CH2:24][CH2:23][C:22]([O:21][CH2:19][CH3:20])=[O:29])([CH3:13])([CH3:14])[CH3:12] |f:2.3.4|. Procedure: A mixture of tert-butyl (2-mercapto-benzoimidazol-1-yl)-acetate (Intermediate 3-I, 52 mg, 0.2 mmol), 6-bromo-hexanoic acid ethyl ester (49 mg, 39 μl, 0.22 mmol) and K2CO3 (55 mg, 0.4 mmol) is refluxed in acetone (2 ml) for 5 h and stirred at rt overnight. Evaporation of the solvent in vacuo affords a residue that is purified by flash-chromatography on silica-gel (AcOEt/heptane, 25:75), yielding the title compound (55 mg) in 68% as a colourless oil: tR=7.24 min (LC-1), ESI-MS (pos.): m/z 407.23 [... Starting materials: Cl.C1(NCCCC12CCNCC2)=O (2,9-diazaspiro[5.5]undecan-1-one hydrochloride), C(=O)([O-])[O-].[K+].[K+] (K2CO3), ClC1=NC2=CC=CC=C2N=C1 (2-chloro quinoxaline). Solvent: CN(C)C=O (DMF). Conditions: temperature 60 celsius. Product: N1=C(C=NC2=CC=CC=C12)N1CCC2(CCCNC2=O)CC1 (9-(quinoxalin-2-yl)-2,9-diazaspiro[5.5]undecan-1-one). Yield: 78.3%. RXN SMILES: Cl.[C:2]1(=[O:13])[C:7]2([CH2:12][CH2:11][NH:10][CH2:9][CH2:8]2)[CH2:6][CH2:5][CH2:4][NH:3]1.C([O-])([O-])=O.[K+].[K+].Cl[C:21]1[CH:30]=[N:29][C:28]2[C:23](=[CH:24][CH:25]=[CH:26][CH:27]=2)[N:22]=1>CN(C=O)C>[N:22]1[C:23]2[C:28](=[CH:27][CH:26]=[CH:25][CH:24]=2)[N:29]=[CH:30][C:21]=1[N:10]1[CH2:11][CH2:12][C:7]2([C:2](=[O:13])[NH:3][CH2:4][CH2:5][CH2:6]2)[CH2:8][CH2:9]1 |f:0.1,2.3.4|. Procedure: To the stirred solution of 2,9-diazaspiro[5.5]undecan-1-one hydrochloride (2.2 g, 10.78 mmol) in DMF (15 mL) was added K2CO3 (4.45 g, 32.24 mmol) and 2-chloro quinoxaline (1.94 g, 11.82 mmol). The mixture was heated at 60° C. for 18 h. The reaction mixture was cooled to rt and concentrated under reduced pressure. To the crude mixture water was added and extracted with ethyl acetate. The organic layer was dried over anhydride sodium sulfate, filtered and concentrated to obtain a yellow solid whic... Reactants: ClC(=O)OCC (ethyl chloroformate), C(C1=CC=CC=C1)N1CCC(=C(CC1)C=O)Cl (1-benzyl-4-chloro-5-formyl-2,3,6,7-tetrahydro-1H-azepine). The solvent is C(Cl)Cl (methylene chloride), C(Cl)Cl (methylene chloride). Reaction conditions: time 3 hour. Product: C(C)OC(=O)N1CCC(=C(CC1)C=O)Cl (Ethyl-4-chloro-5-formyl-2,3,6,7-tetrahydro-1H-1-azepine carboxylate). Reaction SMILES: Cl[C:2]([O:4][CH2:5][CH3:6])=[O:3].C([N:14]1[CH2:20][CH2:19][C:18]([CH:21]=[O:22])=[C:17]([Cl:23])[CH2:16][CH2:15]1)C1C=CC=CC=1>C(Cl)Cl>[CH2:5]([O:4][C:2]([N:14]1[CH2:20][CH2:19][C:18]([CH:21]=[O:22])=[C:17]([Cl:23])[CH2:16][CH2:15]1)=[O:3])[CH3:6]. Reported procedure: A solution of 3.6 gm (0.033 mol) of ethyl chloroformate in 15 ml of dry methylene chloride was added dropwise at room temperature, while stirring, within 30 minutes to a solution of 7.5 gm (0.03 mol) of 1-benzyl-4-chloro-5-formyl-2,3,6,7-tetrahydro-1H-azepine in 50 ml of dry methylene chloride, whereupon the temperature of the reaction mixture increased from 22° C. to 27° C. After the addition was complete, the mixture was stirred at room temperature for another 3 hours. Then, the methylene chlo... Reactants: CCNC(=O)Nc1ccc(-c2nc3c(c(N4CCOCC4C)n2)CNCC3)cc1, CC(=O)Cl. The product is CCNC(=O)Nc1ccc(-c2nc3c(c(N4CCOCC4C)n2)CN(C(C)=O)CC3)cc1. As a reaction SMILES: [CH2:1]([CH3:2])[NH:3][C:4](=[O:5])[NH:6][c:7]1[cH:8][cH:9][c:10](-[c:13]2[n:14][c:15]([N:23]3[CH:24]([CH3:29])[CH2:25][O:26][CH2:27][CH2:28]3)[c:16]3[c:17]([n:18]2)[CH2:19][CH2:20][NH:21][CH2:22]3)[cH:11][cH:12]1.[CH3:30][C:31]([Cl:32])=[O:33]>>[CH2:1]([CH3:2])[NH:3][C:4](=[O:5])[NH:6][c:7]1[cH:8][cH:9][c:10](-[c:13]2[n:14][c:15]([N:23]3[CH:24]([CH3:29])[CH2:25][O:26][CH2:27][CH2:28]3)[c:16]3[c:17]([n:18]2)[CH2:19][CH2:20][N:21]([C:31]([CH3:30])=[O:33])[CH2:22]3)[cH:11][cH:12]1. Solvent: C1(=CC=CC=C1)C (toluene). Starting materials: C(=O)(O)[O-].[Na+] (NaHCO3), CC1=C(C=CC=C1C)CC1OC1 (2-(2,3-Dimethylphenyl)methyloxirane), ( XXII ), example 1. Run at time 2 hour. Reaction SMILES: [CH3:1][C:2]1[C:7]([CH3:8])=[CH:6][CH:5]=[CH:4][C:3]=1[CH2:9][CH:10]1C[O:11]1.[C:13]([O-])(O)=O.[Na+]>C1(C)C=CC=CC=1>[CH3:1][C:2]1[C:7]([CH3:8])=[CH:6][CH:5]=[CH:4][C:3]=1[CH:9]([CH3:13])[CH:10]=[O:11] |f:1.2|. Procedure details: 2-(2,3-Dimethylphenyl)methyloxirane, compound of formula (XXII), prepared according to example 1 (158 mg, 0.97 mmol), was dissolved in toluene (1.57 mL) and BF3OEt2 (0.006 ml, 0.05 mmol) was added at room temperature. After 2 h at room temperature, a sample was mixed with solid NaHCO3, filtered, concentrated under reduced pressure, and the residue was analyzed by 1H NMR. The crude product consisted essentially of pure 2-(2,3-dimethylphenyl)propanal. The product is CC1=C(C=CC=C1C)C(C=O)C (2-(2,3-Dimethylphenyl)propanal). The reactants are [Cl-].[NH4+] (ammonium chloride), ClC1=NC=NC(=C1C=O)Cl (4,6-dichloro-pyrimidine-5-carbaldehyde), C1CCOC1 (THF), C(C)[Mg]Br (ethyl magnesium bromide). The solvent is C1(=CC=CC=C1)C (toluene). Reaction conditions: temperature -10 celsius, time 1 hour. Yields the product ClC1=NC=NC(=C1C(CC)O)Cl (1-(4,6-Dichloropyrimidin-5-yl)propan-1-ol). Yield: 79.3%. RXN SMILES: [Cl:1][C:2]1[C:7]([CH:8]=[O:9])=[C:6]([Cl:10])[N:5]=[CH:4][N:3]=1.[CH2:11]([Mg]Br)[CH3:12].C1COCC1.[Cl-].[NH4+]>C1(C)C=CC=CC=1>[Cl:1][C:2]1[C:7]([CH:8]([OH:9])[CH2:11][CH3:12])=[C:6]([Cl:10])[N:5]=[CH:4][N:3]=1 |f:3.4|. Reported procedure: Charge 4,6-dichloro-pyrimidine-5-carbaldehyde (2.5 g, 1.0 eq) and toluene (50 mL) in a round bottom flask. Cool the reaction mass to −10° C. Add ethyl magnesium bromide (3M) in THF solution (5.1 mL, 1.1 eq) drop wise at −10° C. Slowly allow the reaction mass to come to RT in 1 h. Charge chilled ammonium chloride solution to the reaction mass and extract with diethyl ether. Wash ether layer with saturated aq. sodium chloride solution. Dry the ether layer over anhydrous sodium sulfate and concentr... The reactants are Fc1cccc(Oc2ccc(Br)cn2)c1, [Li]CCCC, CCOCC, CN(C)C=O, O. The product is O=Cc1ccc(Oc2cccc(F)c2)nc1. As a reaction SMILES: [Br:6][c:7]1[cH:8][cH:9][c:10]([O:13][c:14]2[cH:15][c:16]([F:20])[cH:17][cH:18][cH:19]2)[n:11][cH:12]1.[CH2:21]([Li:22])[CH2:23][CH2:24][CH3:25].[CH3:1][CH2:2][O:3][CH2:4][CH3:5].[CH3:26][N:27]([CH3:28])[CH:29]=[O:30].[OH2:31]>>[CH:2](=[O:3])[c:7]1[cH:8][cH:9][c:10]([O:13][c:14]2[cH:15][c:16]([F:20])[cH:17][cH:18][cH:19]2)[n:11][cH:12]1.